From a dataset of the Open Reaction Database (ORD), a public repository of structured organic reaction records. describe an organic reaction: reactants, conditions, products, and yield Starting materials: C(C=C)ON1C(C1)C(=O)OCC (ethyl 1-allyloxyaziridine-2-carboxylate), C(C=C)ON1C(C1)C(=O)N (1-allyloxyaziridine-2-carboxamide). Product: C(C)ON1C(C1)C(=O)N (1-Ethoxyaziridine-2-carboxamide). RXN SMILES: C(ON1CC1C(OCC)=O)C=C.[CH2:13]([O:16][N:17]1[CH2:19][CH:18]1[C:20]([NH2:22])=[O:21])[CH:14]=C>>[CH2:13]([O:16][N:17]1[CH2:19][CH:18]1[C:20]([NH2:22])=[O:21])[CH3:14]. Reported procedure: ethyl 1-allyloxyaziridine-2-carboxylate (see Example 5e) 1-allyloxyaziridine-2-carboxamide; m.p. 57°-60° C. Starting materials: FC1=CC=C(C=C1)N1N=CC2=CC(=CC=C12)C(O)C1=CC=CC=C1 ((1-(4-fluorophenyl)-1H-indazol-5-yl)(phenyl)methanol), COC(=CCC)O[Si](C)(C)C ((1-methoxybut-1-enyloxy)trimethylsilane), Silyl Ketene Acetal. Reagents/catalysts: Cl[Ti](Cl)(Cl)Cl (TiCl4). Solvent: C(Cl)Cl (DCM). Run at time 1 hour. Yields the product FC1=CC=C(C=C1)N1N=CC2=CC(=CC=C12)C(C(C(=O)OC)CC)C1=CC=CC=C1 (methyl 2-((1-(4-fluorophenyl)-1H-indazol-5-yl)(phenyl)methyl)butanoate). The yield is 62.9%. Reaction SMILES: [F:1][C:2]1[CH:7]=[CH:6][C:5]([N:8]2[C:16]3[C:11](=[CH:12][C:13]([CH:17]([C:19]4[CH:24]=[CH:23][CH:22]=[CH:21][CH:20]=4)O)=[CH:14][CH:15]=3)[CH:10]=[N:9]2)=[CH:4][CH:3]=1.[CH3:25][O:26][C:27]([O:31][Si](C)(C)C)=[CH:28][CH2:29][CH3:30]>C(Cl)Cl.Cl[Ti](Cl)(Cl)Cl>[F:1][C:2]1[CH:7]=[CH:6][C:5]([N:8]2[C:16]3[C:11](=[CH:12][C:13]([CH:17]([C:19]4[CH:24]=[CH:23][CH:22]=[CH:21][CH:20]=4)[CH:28]([CH2:29][CH3:30])[C:27]([O:26][CH3:25])=[O:31])=[CH:14][CH:15]=3)[CH:10]=[N:9]2)=[CH:4][CH:3]=1. Procedure details: To a solution of (1-(4-fluorophenyl)-1H-indazol-5-yl)(phenyl)methanol (250 mg, 0.79 mmol) and (1-methoxybut-1-enyloxy)trimethylsilane (32 mmol) which was prepared using General Silyl Ketene Acetal Method A in 10 mL of dry DCM was added TiCl4 (0.8 mL of 1.0 M DCM solution, 0.8 mmol) and then stirred 1 h. The reaction was quenched with MeOH, poured into aqueous sodium bicarbonate and extracted 2× EtOAc. The organic layers were dried over MgSO4, filtered, concentrated and purified on SiO2 by MPLC u...